describe an organic reaction: reactants, conditions, products, and yield From a dataset of the Open Reaction Database (ORD), a public repository of structured organic reaction records. Starting materials: [OH-].[Na+] (sodium hydroxide), [H-].[Na+] (Sodium hydride), FC1=CC=C(C#N)C=C1 (p-fluorobenzonitrile), [C@H]1([C@H](CCCC1)O)O ((1S,2S)-cyclohexane-1,2-diol). The solvent is O (water), CN(C)C=O (DMF). Reaction conditions: time 8 hour. Yields the product [C@H]1([C@H](CCCC1)OC1=CC=C(C#N)C=C1)OC1=CC=C(C#N)C=C1 (4,4'-((1S,2S)-cyclohexane-1,2-dioxy)bisbenzonitrile). Isolated yield 83.7%. Reaction SMILES: [H-].[Na+].[C@H:3]1([OH:10])[CH2:8][CH2:7][CH2:6][CH2:5][C@@H:4]1[OH:9].F[C:12]1[CH:19]=[CH:18][C:15]([C:16]#[N:17])=[CH:14][CH:13]=1.[OH-].[Na+]>CN(C=O)C.O>[C@H:3]1([O:10][C:12]2[CH:19]=[CH:18][C:15]([C:16]#[N:17])=[CH:14][CH:13]=2)[CH2:8][CH2:7][CH2:6][CH2:5][C@@H:4]1[O:9][C:12]1[CH:19]=[CH:18][C:15]([C:16]#[N:17])=[CH:14][CH:13]=1 |f:0.1,4.5|. Reported procedure: Sodium hydride (7.1 g, 0.3 mol) was dispersed in 200 ml DMF and added with (1S,2S)-cyclohexane-1,2-diol (11.42 g, 98.3 mmol) while cooling with ice. The mixture after being cooled with ice for another one hour was reacted at room temperature for 2 hours and cooled again, followed by addition of p-fluorobenzonitrile (25 g, 206 mmol). After the reaction was continued overnight, the mixture was added carefully with 5 ml water to inactivate excess sodium hydroxide, followed by distillation of DMF in...